From a dataset of the Open Reaction Database (ORD), a public repository of structured organic reaction records. describe an organic reaction: reactants, conditions, products, and yield Starting materials: C(C1=CC=CO1)N (furfurylamine), C(C=C)(=O)OC (methyl acrylate). The product is COC(=O)CCN(CCC(=O)OC)CC1=CC=CO1 (N,N-di(2-methoxycarbonylethyl)furfurylamine). Reaction SMILES: [CH2:1]([NH2:7])[C:2]1[O:6][CH:5]=[CH:4][CH:3]=1.[C:8]([O:12][CH3:13])(=[O:11])[CH:9]=[CH2:10]>>[CH3:13][O:12][C:8]([CH2:9][CH2:10][N:7]([CH2:1][C:2]1[O:6][CH:5]=[CH:4][CH:3]=1)[CH2:10][CH2:9][C:8]([O:12][CH3:13])=[O:11])=[O:11]. Reported procedure: 48.56 Grams of furfurylamine and 200 milliliters of methyl acrylate are refluxed together for 84 hours. The excess methyl acrylate is evaporated off to give 133.46 grams of N,N-di(2-methoxycarbonylethyl)furfurylamine.